Dataset: the Open Reaction Database (ORD), a public repository of structured organic reaction records. Task: describe an organic reaction: reactants, conditions, products, and yield Starting materials: CC(C)(CO)Oc1ccc(-c2ccccc2)cc1, ClN1CCCCC1, [Fe+2], O, O, O, O, O, O, O, O, O=S(=O)([O-])[O-], O=S(=O)(O)O. Yields the product CC(C)(CO)Oc1ccc(-c2ccc(N3CCCCC3)cc2)cc1. Reaction SMILES: [CH3:13][C:14]([CH2:15][OH:16])([CH3:17])[O:18][c:19]1[cH:20][cH:21][c:22](-[c:25]2[cH:26][cH:27][cH:28][cH:29][cH:30]2)[cH:23][cH:24]1.[Cl:1][N:2]1[CH2:3][CH2:4][CH2:5][CH2:6][CH2:7]1.[Fe+2:43].[OH2:31].[OH2:32].[OH2:33].[OH2:34].[OH2:35].[OH2:36].[OH2:37].[OH2:44].[S:38]([O-:39])([O-:40])(=[O:41])=[O:42].[S:8](=[O:9])(=[O:10])([OH:11])[OH:12]>>[N:2]1([c:28]2[cH:27][cH:26][c:25](-[c:22]3[cH:21][cH:20][c:19]([O:18][C:14]([CH3:13])([CH2:15][OH:16])[CH3:17])[cH:24][cH:23]3)[cH:30][cH:29]2)[CH2:3][CH2:4][CH2:5][CH2:6][CH2:7]1. The reactants are CC(=O)O[BH-](OC(C)=O)OC(C)=O, CC1(N)CCC2(CC1)OCCO2, CC(=O)O, [Na+], O=CCCC(=O)N1CCOC1=O, O. Yields the product CC1(N2CCCC2=O)CCC2(CC1)OCCO2. As a reaction SMILES: [C:29]([O:30][BH-:31]([O:32][C:33](=[O:34])[CH3:35])[O:36][C:37](=[O:38])[CH3:39])(=[O:40])[CH3:41].[CH3:13][C:14]1([NH2:24])[CH2:15][CH2:16][C:17]2([O:18][CH2:19][CH2:20][O:21]2)[CH2:22][CH2:23]1.[CH3:25][C:26](=[O:27])[OH:28].[Na+:42].[O:1]=[C:2]([CH2:3][CH2:4][CH:5]=[O:12])[N:6]1[CH2:7][CH2:8][O:9][C:10]1=[O:11].[OH2:43]>>[O:1]=[C:2]1[CH2:3][CH2:4][CH2:5][N:24]1[C:14]1([CH3:13])[CH2:15][CH2:16][C:17]2([O:18][CH2:19][CH2:20][O:21]2)[CH2:22][CH2:23]1. Starting materials: O=C([O-])[O-], ClCCl, CCC(O)COc1ccc2sc(C)nc2c1, CC(C)=O, O=C(O)C(F)(F)F, [K+], [K+], CC(C)(C)OC(=O)N1CCNCC1. Yields the product Cc1nc2cc(OCC(O)CN3CCNCC3)ccc2s1. Reaction SMILES: [C:44](=[O:45])([O-:46])[O-:47].[CH2:30]([Cl:31])[Cl:32].[CH3:1][c:2]1[s:3][c:4]2[c:5]([n:6]1)[cH:7][c:8]([O:11][CH2:12][CH:13]([CH2:14][CH3:15])[OH:16])[cH:9][cH:10]2.[CH3:40][C:41](=[O:42])[CH3:43].[F:33][C:34]([F:35])([F:36])[C:37]([OH:38])=[O:39].[K+:48].[K+:49].[N:17]1([C:23]([O:24][C:25]([CH3:26])([CH3:27])[CH3:28])=[O:29])[CH2:18][CH2:19][NH:20][CH2:21][CH2:22]1>>[CH3:1][c:2]1[s:3][c:4]2[c:5]([n:6]1)[cH:7][c:8]([O:11][CH2:12][CH:13]([CH2:14][N:17]1[CH2:18][CH2:19][NH:20][CH2:21][CH2:22]1)[OH:16])[cH:9][cH:10]2. Reactants: ice water, ClC1=C(C=C(C#N)C=C1[N+](=O)[O-])[N+](=O)[O-] (4-chloro-3,5-dinitrobenzonitril), resultant mixture, NC1=CC=CC=C1 (aniline). Run in CN(C)C=O (DMF). Yields the product C1(=CC=CC=C1)NC1=C(C=C(C=C1[N+](=O)[O-])C#N)[N+](=O)[O-] (N-phenyl-4-cyano-2,6-dinitroaniline). As a reaction SMILES: Cl[C:2]1[C:9]([N+:10]([O-:12])=[O:11])=[CH:8][C:5]([C:6]#[N:7])=[CH:4][C:3]=1[N+:13]([O-:15])=[O:14].[NH2:16][C:17]1[CH:22]=[CH:21][CH:20]=[CH:19][CH:18]=1>CN(C=O)C>[C:17]1([NH:16][C:2]2[C:9]([N+:10]([O-:12])=[O:11])=[CH:8][C:5]([C:6]#[N:7])=[CH:4][C:3]=2[N+:13]([O-:15])=[O:14])[CH:22]=[CH:21][CH:20]=[CH:19][CH:18]=1. Procedure: To a cooled (5° C.) solution of 4-chloro-3,5-dinitrobenzonitril (50 g, 0.22 mol) in anhydrous DMF (200 ml) was added aniline (40 ml, 0.44 mol) dropwise over 1 hour. The resultant mixture was stirred for additionally 1 hour at 0° C. and then poured into ice-water (1400 g). The precipitate was filtered off, washed with water and air-dried to afford N-phenyl-4-cyano-2,6-dinitroaniline, quantitatively. Reactants: BrCCCCBr, CCOC(=O)Cc1ccc(Br)cc1, CCOC(C)=O, Cl, [H-], [Na+], CN(C)C=O. Product: CCOC(=O)C1(c2ccc(Br)cc2)CCCC1. RXN SMILES: [Br:16][CH2:17][CH2:18][CH2:19][CH2:20][Br:21].[Br:1][c:2]1[cH:3][cH:4][c:5]([CH2:8][C:9](=[O:10])[O:11][CH2:12][CH3:13])[cH:6][cH:7]1.[CH3:28][CH2:29][O:30][C:31]([CH3:32])=[O:33].[ClH:22].[H-:14].[Na+:15].[O:23]=[CH:24][N:25]([CH3:26])[CH3:27]>>[Br:1][c:2]1[cH:3][cH:4][c:5]([C:8]2([C:9](=[O:10])[O:11][CH2:12][CH3:13])[CH2:17][CH2:18][CH2:19][CH2:20]2)[cH:6][cH:7]1. Reactants: [BH4-], CCOc1cccc(C=O)c1, CCO, NCCc1cccc(Cl)c1, [Na+]. The product is CCOc1cccc(CNCCc2cccc(Cl)c2)c1. As a reaction SMILES: [BH4-:22].[CH2:1]([CH3:2])[O:3][c:4]1[cH:5][c:6]([CH:7]=[O:8])[cH:9][cH:10][cH:11]1.[CH3:24][CH2:25][OH:26].[Cl:12][c:13]1[cH:14][c:15]([CH2:19][CH2:20][NH2:21])[cH:16][cH:17][cH:18]1.[Na+:23]>>[CH2:1]([CH3:2])[O:3][c:4]1[cH:5][c:6]([CH2:7][NH:21][CH2:20][CH2:19][c:15]2[cH:14][c:13]([Cl:12])[cH:18][cH:17][cH:16]2)[cH:9][cH:10][cH:11]1. Starting materials: CC1=C(C=CC=C1)NC(=S)NC1=CC=C(C=C1)OC1=CC=NC2=CC(=C(C=C12)OC)OC (N-(2-Methylphenyl)-N'-{4-[(6,7-dimethoxy-4-quinolyl)oxy]phenyl}thiourea), C1(CCCCC1)N=C=NC1CCCCC1 (dicyclohexylcarbodiimide), C(C)(C)N(CC)C(C)C (diisopropylethyl amine), N#CN (cyanamide). Run in C(Cl)Cl (methylene chloride), C1CCOC1 (THF). Reaction conditions: time 8 hour. Product: CC1=C(C=CC=C1)NC(=NC#N)NC1=CC=C(C=C1)OC1=CC=NC2=CC(=C(C=C12)OC)OC (1-(2-Methylphenyl)-2-cyano-3-{4-[(6,7-dimethoxy-4-quinolyl)oxy]phenyl}guanidine). Isolated yield 73.7%. RXN SMILES: [CH3:1][C:2]1[CH:7]=[CH:6][CH:5]=[CH:4][C:3]=1[NH:8][C:9]([NH:11][C:12]1[CH:17]=[CH:16][C:15]([O:18][C:19]2[C:28]3[C:23](=[CH:24][C:25]([O:31][CH3:32])=[C:26]([O:29][CH3:30])[CH:27]=3)[N:22]=[CH:21][CH:20]=2)=[CH:14][CH:13]=1)=S.C1([N:39]=[C:40]=[N:41]C2CCCCC2)CCCCC1.C(N(C(C)C)CC)(C)C.N#CN>C(Cl)Cl.C1COCC1>[CH3:1][C:2]1[CH:7]=[CH:6][CH:5]=[CH:4][C:3]=1[NH:8][C:9]([NH:11][C:12]1[CH:17]=[CH:16][C:15]([O:18][C:19]2[C:28]3[C:23](=[CH:24][C:25]([O:31][CH3:32])=[C:26]([O:29][CH3:30])[CH:27]=3)[N:22]=[CH:21][CH:20]=2)=[CH:14][CH:13]=1)=[N:41][C:40]#[N:39]. Reported procedure: N-(2-Methylphenyl)-N'-{4-[(6,7-dimethoxy-4-quinolyl)oxy]phenyl}thiourea (24 mg) obtained in Example 170, dicyclohexylcarbodiimide (45 mg) and a catalytic amount of diisopropylethyl amine were dissolved in methylene chloride (7 ml), to which a solution of cyanamide (28 mg) in THF (1 ml) was added, and the admixture was stirred at room temperature overnight. After removing the solvent by distillation, the resulting residue was purified by column chromatography on silica gel eluting with chloroform...